From a dataset of the Open Reaction Database (ORD), a public repository of structured organic reaction records. describe an organic reaction: reactants, conditions, products, and yield Reactants: ClC1=C(C(=O)Cl)C=CC(=C1)Cl (2,4-dichloro-benzoyl chloride), CN(C1CC=C(CC1)C1=CC=CC(=N1)N)C (6-(4-dimethylamino-cyclohex-1-enyl)-pyridin-2-ylamine). Yields the product Cl.Cl.ClC1=C(C(=O)NC2=NC(=CC=C2)C2=CCC(CC2)N(C)C)C=CC(=C1)Cl (2,4-Dichloro-N-(6-(4-Dimethylamino-cyclohex-1-enyl)-pyridin-2-yl)-benzamide di-hydrochloride salt). Yield: 67.0%. RXN SMILES: [Cl:1][C:2]1[CH:10]=[C:9]([Cl:11])[CH:8]=[CH:7][C:3]=1[C:4](Cl)=[O:5].[CH3:12][N:13]([CH3:27])[CH:14]1[CH2:19][CH2:18][C:17]([C:20]2[N:25]=[C:24]([NH2:26])[CH:23]=[CH:22][CH:21]=2)=[CH:16][CH2:15]1>>[ClH:1].[ClH:1].[Cl:1][C:2]1[CH:10]=[C:9]([Cl:11])[CH:8]=[CH:7][C:3]=1[C:4]([NH:26][C:24]1[CH:23]=[CH:22][CH:21]=[C:20]([C:17]2[CH2:18][CH2:19][CH:14]([N:13]([CH3:27])[CH3:12])[CH2:15][CH:16]=2)[N:25]=1)=[O:5] |f:2.3.4|. Procedure: Using a method similar to example 1, using 2,4-dichloro-benzoyl chloride (126 mg, 0.60 mmol) and 6-(4-dimethylamino-cyclohex-1-enyl)-pyridin-2-ylamine, isomer 1 (preparation 10, 100 mg, 0.46 mmol) provides the free base of the title compound as a colorless oil (120 mg, 67%): MS (ES): m/z=390.1 (M+H)+; 1H NMR (CDCl3): δ 8.90 (s, br, 1H), 8.20 (d, 1H), 7.73 (t, 1H), 7.57 (d, 1H), 7.45 (d, 1H), 7.28 (dd, 1H), 7.14 (d, 1H), 6.63 (m, 1H), 2.67 (m, 1H), 2.44 (m, 3H), 2.36 (s, 6H), 2.15 (m, 2H), 1.54 (... Starting materials: C(C)(=O)OC[C@@H]1CC[C@@H](CC1)OC1=CC=CC2=C1C(=NO2)OCC2CCNCC2 ((cis-4-{[3-(Piperidin-4-ylmethoxy)-1,2-benzisoxazol-4-yl]oxy}cyclohexyl)methyl acetate), C(=O)[C@@H]1CC[C@H](CC1)C(=O)OC (methyl trans-4-formylcyclohexanecarboxylate), C(=O)C1(CCC1)C(=O)OC (methyl 1-formylcyclobutanecarboxylate). Yields the product C(C)(=O)OC[C@H]1CC[C@H](CC1)OC1=CC=CC2=C1C(=NO2)OCC2CCN(CC2)C[C@@H]2CC[C@H](CC2)C(=O)OC (Methyl trans-4-{[4-({[4-({cis-4-[(acetyloxy) Methyl]cyclohexyl}oxy)-1,2-benzisoxazol-3-yl]oxy}-methyl)piperidin-1-yl]methyl}cyclohexanecarboxylate). RXN SMILES: [C:1]([O:4][CH2:5][C@H:6]1[CH2:11][CH2:10][C@@H:9]([O:12][C:13]2[C:18]3[C:19]([O:22][CH2:23][CH:24]4[CH2:29][CH2:28][NH:27][CH2:26][CH2:25]4)=[N:20][O:21][C:17]=3[CH:16]=[CH:15][CH:14]=2)[CH2:8][CH2:7]1)(=[O:3])[CH3:2].[CH:30]([C@H:32]1[CH2:37][CH2:36][C@H:35]([C:38]([O:40][CH3:41])=[O:39])[CH2:34][CH2:33]1)=O.C(C1(C(OC)=O)CCC1)=O>>[C:1]([O:4][CH2:5][C@@H:6]1[CH2:7][CH2:8][C@H:9]([O:12][C:13]2[C:18]3[C:19]([O:22][CH2:23][CH:24]4[CH2:25][CH2:26][N:27]([CH2:30][C@H:32]5[CH2:33][CH2:34][C@H:35]([C:38]([O:40][CH3:41])=[O:39])[CH2:36][CH2:37]5)[CH2:28][CH2:29]4)=[N:20][O:21][C:17]=3[CH:16]=[CH:15][CH:14]=2)[CH2:10][CH2:11]1)(=[O:3])[CH3:2]. Reported procedure: The title compound was prepared according to the procedure described in Step 3 of EXAMPLE 2 using (cis-4-{[3-(piperidin-4-ylmethoxy)-1,2-benzisoxazol-4-yl]oxy}cyclohexyl)methyl acetate (EXAMPLE 46, Step 3) and methyl trans-4-formylcyclohexanecarboxylate (JP 490-48639) instead of 3-(piperidin-4-ylmethoxy)-4-(2,2,2-trifluoroethoxy)-1,2-benzisoxazole and methyl 1-formylcyclobutanecarboxylate. Product: C=1C=CC(=CC1)C2(C(=O)N=C(N2)[O-])C=3C=CC=CC3.[Na+].C(CN)N (Phenytoin Sodium Ethylenediamine). The solvent is O (water). Procedure details: Ethylenediamine (0.58 g, 10 mmol) was dissolved in 20 ml water, added to 1.25 g phenytoin sodium, and sonicated to dissolve the solid. When this clear solution was diluted to 25 ml, it had a pH of 11.6. RXN SMILES: [CH2:1]([NH2:4])[CH2:2][NH2:3].[CH:5]1[CH:6]=[CH:7][C:8]([C:11]2([C:18]3[CH:19]=[CH:20][CH:21]=[CH:22][CH:23]=3)[NH:16][C:15]([O-:17])=[N:14][C:12]2=[O:13])=[CH:9][CH:10]=1.[Na+:24]>O>[CH:21]1[CH:20]=[CH:19][C:18]([C:11]2([C:8]3[CH:7]=[CH:6][CH:5]=[CH:10][CH:9]=3)[NH:16][C:15]([O-:17])=[N:14][C:12]2=[O:13])=[CH:23][CH:22]=1.[Na+:24].[CH2:1]([NH2:4])[CH2:2][NH2:3] |f:1.2,4.5.6|. Starting materials: C(CN)N (Ethylenediamine), C=1C=CC(=CC1)C2(C(=O)N=C(N2)[O-])C=3C=CC=CC3.[Na+] (phenytoin sodium). Reactants: C(C1=CC=CC=C1)N1C[C@@H](CC1)O ((R)-(+)-1-benzyl-3-pyrrolidinol), CC1(C2CCC1(C(=O)C2)CS(=O)(=O)O)C (D-camphor-10-sulfonic acid), O1CCCC=C1 (3,4-dihydro-2H-pyran). Run in C(Cl)Cl (CH2Cl2), C(Cl)Cl (CH2Cl2). Reaction conditions: time 14 hour. The product is C(C1=CC=CC=C1)N1C[C@@H](CC1)OC1OCCCC1 (1-Benzyl-3-(R)-tetrahydropyranyloxypyrrolidine). Isolated yield 120.0%. Reaction SMILES: [CH2:1]([N:8]1[CH2:12][CH2:11][C@@H:10]([OH:13])[CH2:9]1)[C:2]1[CH:7]=[CH:6][CH:5]=[CH:4][CH:3]=1.C[C:15]1(C)[C:19]2(CS(O)(=O)=O)[C:20](C[CH:16]1[CH2:17]C2)=[O:21].O1C=CCCC1>C(Cl)Cl>[CH2:1]([N:8]1[CH2:12][CH2:11][C@@H:10]([O:13][CH:20]2[CH2:19][CH2:15][CH2:16][CH2:17][O:21]2)[CH2:9]1)[C:2]1[CH:3]=[CH:4][CH:5]=[CH:6][CH:7]=1. Reported procedure: To a stirred solution of (R)-(+)-1-benzyl-3-pyrrolidinol (5.00 g, 28 mmol) and D-camphor-10-sulfonic acid (6.97 g, 30 mmol) in CH2Cl2 (10 ml) was added 3,4-dihydro-2H-pyran (20 ml) at rt and the reaction mixture was stirred for 14 h (in most cases, the reaction was completed after exothermic reaction subsided). The reaction mixture was diluted with CH2Cl2 (100 ml), washed with saturated NaHCO3 aqueous solution, dried (Na2SO4), and concentrated to give brown oil. This tas purified by column chrom... Starting materials: ClCCl, CCOc1cc(N2CCN(C)CC2)c2oc(C(=O)O)cc(=O)c2c1, O=C(Cl)C(=O)Cl, Cl, CN(C)C=O. Yields the product CCOc1cc(N2CCN(C)CC2)c2oc(C(=O)Cl)cc(=O)c2c1. As a reaction SMILES: [CH2:26]([Cl:27])[Cl:28].[CH2:2]([CH3:3])[O:4][c:5]1[cH:6][c:7]2[c:8](=[O:25])[cH:9][c:10]([C:22](=[O:23])[OH:24])[o:11][c:12]2[c:13]([N:15]2[CH2:16][CH2:17][N:18]([CH3:21])[CH2:19][CH2:20]2)[cH:14]1.[Cl:29][C:30]([C:31]([Cl:32])=[O:33])=[O:34].[ClH:1].[O:35]=[CH:36][N:37]([CH3:38])[CH3:39]>>[CH2:2]([CH3:3])[O:4][c:5]1[cH:6][c:7]2[c:8](=[O:25])[cH:9][c:10]([C:22](=[O:23])[Cl:27])[o:11][c:12]2[c:13]([N:15]2[CH2:16][CH2:17][N:18]([CH3:21])[CH2:19][CH2:20]2)[cH:14]1. The reactants are ClC1=C(CN2CCC(CC2)=O)C=CC=C1 (1-(2-chlorobenzyl)-4-piperidone), Cl.NO (hydroxylamine hydrochloride). The product is ClC1=C(CN2CCC(CC2)=NO)C=CC=C1 (1-(2-Chlorobenzyl)-4-piperidone oxime). As a reaction SMILES: [Cl:1][C:2]1[CH:15]=[CH:14][CH:13]=[CH:12][C:3]=1[CH2:4][N:5]1[CH2:10][CH2:9][C:8](=O)[CH2:7][CH2:6]1.Cl.[NH2:17][OH:18]>>[Cl:1][C:2]1[CH:15]=[CH:14][CH:13]=[CH:12][C:3]=1[CH2:4][N:5]1[CH2:10][CH2:9][C:8](=[N:17][OH:18])[CH2:7][CH2:6]1 |f:1.2|. Procedure details: 1-(2-Chlorobenzyl)-4-piperidone oxime is prepared from 1-(2-chlorobenzyl)-4-piperidone and hydroxylamine hydrochloride essentially as described above in Example 38, Scheme C, step b. Starting materials: ClCCNC(=O)N(C1[C@@H](O)[C@H](O)[C@H](O)CO1)CCCOC (1-(2-chloroethyl)-3-(3-methoxy-n-propyl)-3-(D-arabinopyranosyl)urea), [N+](=O)([N+](=O)[O-])[O-] (nitrogen tetroxide). Yields the product ClCCN(C(=O)N(C1[C@@H](O)[C@H](O)[C@H](O)CO1)CCCOC)N=O (1-(2-chloroethyl)-1-nitroso-3-(3-methoxy-n-propyl)-3-(D-arabinopyranosyl)urea). Isolated yield 55.7%. RXN SMILES: [Cl:1][CH2:2][CH2:3][NH:4][C:5]([N:7]([CH2:17][CH2:18][CH2:19][O:20][CH3:21])[CH:8]1[O:16][CH2:15][C@@H:13]([OH:14])[C@@H:11]([OH:12])[C@@H:9]1[OH:10])=[O:6].[N+:22]([O-])([N+]([O-])=O)=[O:23]>>[Cl:1][CH2:2][CH2:3][N:4]([N:22]=[O:23])[C:5]([N:7]([CH2:17][CH2:18][CH2:19][O:20][CH3:21])[CH:8]1[O:16][CH2:15][C@@H:13]([OH:14])[C@@H:11]([OH:12])[C@@H:9]1[OH:10])=[O:6]. Procedure details: 3.3 g of 1-(2-chloroethyl)-3-(3-methoxy-n-propyl)-3-(D-arabinopyranosyl)urea and 5 g of nitrogen tetroxide gas are treated in the same manner as described in Example 10-(2). 2.0 g of 1-(2-chloroethyl)-1-nitroso-3-(3-methoxy-n-propyl)-3-(D-arabinopyranosyl)urea are thereby obtained as pale yellow powder.